From a dataset of the Open Reaction Database (ORD), a public repository of structured organic reaction records. describe an organic reaction: reactants, conditions, products, and yield Starting materials: C1(=CC=CC=C1)[C@@H](C=1C=C(OCC2=CC=C(C(=O)OCC3=CC(=CC=C3)C3OCCO3)C=C2)C=CC1)NC(=O)O[C@H]1CN2CCC1CC2 (3-(1,3-dioxolan-2-yl)benzyl 4-((3-((S)-phenyl((((R)-quinuclidin-3-yloxy)carbonyl)amino)methyl)phenoxy)methyl)benzoate), Cl (hydrochloric acid). Solvent: C(C)(=O)OCC (ethyl acetate), C1CCOC1 (THF). Run at time 1 hour. Product: C1(=CC=CC=C1)[C@@H](C=1C=C(OCC2=CC=C(C(=O)OCC3=CC(=CC=C3)C=O)C=C2)C=CC1)NC(=O)O[C@H]1CN2CCC1CC2 (3-Formylbenzyl 4-((3-((S)-phenyl((((R)-quinuclidin-3-yloxy)carbonyl)amino)-methyl)phenoxy)methyl)benzoate). Reaction SMILES: [C:1]1([C@H:7]([NH:37][C:38]([O:40][C@@H:41]2[CH:46]3[CH2:47][CH2:48][N:43]([CH2:44][CH2:45]3)[CH2:42]2)=[O:39])[C:8]2[CH:9]=[C:10]([CH:34]=[CH:35][CH:36]=2)[O:11][CH2:12][C:13]2[CH:33]=[CH:32][C:16]([C:17]([O:19][CH2:20][C:21]3[CH:26]=[CH:25][CH:24]=[C:23]([CH:27]4OCC[O:28]4)[CH:22]=3)=[O:18])=[CH:15][CH:14]=2)[CH:6]=[CH:5][CH:4]=[CH:3][CH:2]=1.Cl>C1COCC1.C(OCC)(=O)C>[C:1]1([C@H:7]([NH:37][C:38]([O:40][C@@H:41]2[CH:46]3[CH2:47][CH2:48][N:43]([CH2:44][CH2:45]3)[CH2:42]2)=[O:39])[C:8]2[CH:9]=[C:10]([CH:34]=[CH:35][CH:36]=2)[O:11][CH2:12][C:13]2[CH:33]=[CH:32][C:16]([C:17]([O:19][CH2:20][C:21]3[CH:26]=[CH:25][CH:24]=[C:23]([CH:27]=[O:28])[CH:22]=3)=[O:18])=[CH:15][CH:14]=2)[CH:6]=[CH:5][CH:4]=[CH:3][CH:2]=1. Reported procedure: To a stirred solution of 3-(1,3-dioxolan-2-yl)benzyl 4-((3-((S)-phenyl((((R)-quinuclidin-3-yloxy)carbonyl)amino)methyl)phenoxy)methyl)benzoate (0.32 g, 0.57 mmol) in THF (8 mL) was added 2M aqueous hydrochloric acid (8 mL). The reaction mixture was stirred at RT for 1 hour. The mixture was diluted with ethyl acetate and was washed sequentially with saturated aqueous sodium hydrogen carbonate and brine. The organic extract was dried (magnesium sulfate), filtered and the solvent evaporated at redu... Reactants: Cc1c(C)c2c(c(C)c1O)C(c1ccc(C(C)C)cc1)C(C)(C)O2, ClCc1ccncc1, Cl. The product is Cc1c(C)c2c(c(C)c1OCc1ccncc1)C(c1ccc(C(C)C)cc1)C(C)(C)O2. Reaction SMILES: [CH:1]([CH3:2])([CH3:3])[c:4]1[cH:5][cH:6][c:7]([CH:10]2[C:11]([CH3:23])([CH3:24])[O:12][c:13]3[c:14]2[c:15]([CH3:22])[c:16]([OH:21])[c:17]([CH3:20])[c:18]3[CH3:19])[cH:8][cH:9]1.[Cl:26][CH2:27][c:28]1[cH:29][cH:30][n:31][cH:32][cH:33]1.[ClH:25]>>[CH:1]([CH3:2])([CH3:3])[c:4]1[cH:5][cH:6][c:7]([CH:10]2[C:11]([CH3:23])([CH3:24])[O:12][c:13]3[c:14]2[c:15]([CH3:22])[c:16]([O:21][CH2:27][c:28]2[cH:29][cH:30][n:31][cH:32][cH:33]2)[c:17]([CH3:20])[c:18]3[CH3:19])[cH:8][cH:9]1. Starting materials: O=C1COC=2C(N1)CC=C(C2)C=O (3-oxo-dihydro-2H-benzo[1,4]oxazine-7-carbaldehyde), CC1=CC=C(C=C1)N1CCNCC1 (1-(4-methyl-phenyl)-piperazine), C(C)(=O)O (acetic acid), C(C)(=O)O[BH-](OC(C)=O)OC(C)=O.[Na+] (sodium triacetoxyborohydride). Reported procedure: A mixture of 3-oxo-dihydro-2H-benzo[1,4]oxazine-7-carbaldehyde (0.5 g, 2.8 mmol), 1-(4-methyl-phenyl)-piperazine (0.5 g, 2.8 mmol), acetic acid (0.17 g, 2.8 mmol) and sodium triacetoxyborohydride (1.2 g, 5.9 mmol) in 20 mL of 1,2-dichloroethane is stirred at room temperature for 3 hours. The reaction is quenched with 50 mL of water, and the layers are separated. The aqueous phase is extracted with ethyl acetate (3×50 mL). The organic phases are combined and dried over sodium sulfate. Evaporation... The product is CC1=CC=C(C=C1)N1CCN(CC1)CC1=CC2=C(NC(CO2)=O)C=C1 (7-[4-(4-methyl-phenyl)-piperazin-1-ylmethyl]-4H-benzo[1,4]oxazine-3-one). The solvent is ClCCCl (1,2-dichloroethane). Reaction conditions: time 3 hour. Reaction SMILES: [O:1]=[C:2]1[NH:7][CH:6]2[CH2:8][CH:9]=[C:10]([CH:12]=O)[CH:11]=[C:5]2[O:4][CH2:3]1.[CH3:14][C:15]1[CH:20]=[CH:19][C:18]([N:21]2[CH2:26][CH2:25][NH:24][CH2:23][CH2:22]2)=[CH:17][CH:16]=1.C(O)(=O)C.C(O[BH-](OC(=O)C)OC(=O)C)(=O)C.[Na+]>ClCCCl>[CH3:14][C:15]1[CH:16]=[CH:17][C:18]([N:21]2[CH2:26][CH2:25][N:24]([CH2:12][C:10]3[CH:9]=[CH:8][C:6]4[NH:7][C:2](=[O:1])[CH2:3][O:4][C:5]=4[CH:11]=3)[CH2:23][CH2:22]2)=[CH:19][CH:20]=1 |f:3.4|. Isolated yield 32.8%.